This data is from the Open Reaction Database (ORD), a public repository of structured organic reaction records. The task is: describe an organic reaction: reactants, conditions, products, and yield Starting materials: FC(C1=CC=C2C(=CC=NC2=C1)S)(F)F (7-Trifluoromethyl-4-quinoline-thiol), ClCCCl (1,2-dichloroethane), C(=O)([O-])[O-].[K+].[K+] (K2CO3), [OH-].[K+] (KOH). The reagents and catalysts are CCCC[N+](CCCC)(CCCC)CCCC.[Br-] (TBABr). Solvent: O (H2O), O (water). Conditions: temperature 20 celsius, time 5 hour. The product is ClCCSC1=CC=NC2=CC(=CC=C12)C(F)(F)F (4-(2-Chloroethylthio)-7-(trifluoromethyl)quinoline). Isolated yield 66.6%. Reaction SMILES: [F:1][C:2]([F:15])([F:14])[C:3]1[CH:12]=[C:11]2[C:6]([C:7]([SH:13])=[CH:8][CH:9]=[N:10]2)=[CH:5][CH:4]=1.[Cl:16][CH2:17][CH2:18]Cl.C([O-])([O-])=O.[K+].[K+].[OH-].[K+]>CCCC[N+](CCCC)(CCCC)CCCC.[Br-].O>[Cl:16][CH2:17][CH2:18][S:13][C:7]1[C:6]2[C:11](=[CH:12][C:3]([C:2]([F:1])([F:14])[F:15])=[CH:4][CH:5]=2)[N:10]=[CH:9][CH:8]=1 |f:2.3.4,5.6,7.8|. Procedure: 7-Trifluoromethyl-4-quinoline-thiol (800 mg, 3.5 mmol) and 1,2-dichloroethane (10.4 g, 10.5 mmol) were charged in a 50 ml round-bottomed flask equipped with a magnetic stirrer. Then TBABr (600 mg, 1.7 mmol), K2CO3 (500 mg, 3.5 mmol), KOH (500 mg, 0.7 mmol) and water (2 mL) were added and the reaction mixture was stirred for 5 h at 20° C. The reaction mixture was poured in 100 mL of H2O and extracted with CH2Cl2 (150 mL). The organic layer was washed with water (30 mL), brine (2×10 mL), dried ove... The reactants are C1CCOC1, CC(C)C[AlH]CC(C)C, Cc1cccc(Cl)c1C#N. Product: Cc1cccc(Cl)c1C=O. Reaction SMILES: [CH2:20]1[CH2:23][CH2:22][CH2:21][O:24]1.[CH3:11][CH:12]([CH2:13][AlH:14][CH2:15][CH:16]([CH3:17])[CH3:18])[CH3:19].[Cl:1][c:2]1[c:3]([C:4]#[N:5])[c:6]([CH3:10])[cH:7][cH:8][cH:9]1>>[Cl:1][c:2]1[c:3]([CH:4]=[O:24])[c:6]([CH3:10])[cH:7][cH:8][cH:9]1.